From a dataset of the Open Reaction Database (ORD), a public repository of structured organic reaction records. describe an organic reaction: reactants, conditions, products, and yield Reactants: COC(C)(C)C, Nc1nc2cccc(Cl)n2n1, NC1CCCCC1. Yields the product Nc1nc2cccc(NC3CCCCC3)n2n1. As a reaction SMILES: [C:19]([O:20][CH3:21])([CH3:22])([CH3:23])[CH3:24].[Cl:1][c:2]1[cH:3][cH:4][cH:5][c:6]2[n:7]1[n:8][c:9]([NH2:11])[n:10]2.[NH2:12][CH:13]1[CH2:14][CH2:15][CH2:16][CH2:17][CH2:18]1>>[c:2]1([NH:12][CH:13]2[CH2:14][CH2:15][CH2:16][CH2:17][CH2:18]2)[cH:3][cH:4][cH:5][c:6]2[n:7]1[n:8][c:9]([NH2:11])[n:10]2. Reactants: CN(CCN1C(=NC(=C1)C1=CC(=C(C=C1)F)C(F)(F)F)C1CCN(CC1)C1=C(C(=NC=N1)N)C1=CC=C(C=C1)F)C (6-{4-[1-(2-Dimethylamino-ethyl)-4-(4-fluoro-3-trifluoromethyl-phenyl)-1H-imidazol-2-yl]-piperidin-1-yl}-5-(4-fluoro-phenyl)-pyrimidin-4-ylamine), N1=CC=C(C=C1)B1OC(C)(C)C(C)(C)O1 (4-pyridinylboronic acid pinacol ester). Yields the product CN(CCN1C(=NC(=C1)C1=CC(=C(C=C1)F)C(F)(F)F)C1CCN(CC1)C1=C(C(=NC=N1)N)C1=CC=NC=C1)C (6-{4-[1-(2-Dimethylamino-ethyl)-4-(4-fluoro-3-trifluoromethyl-phenyl)-1H-imidazol-2-yl]-piperidin-1-yl}-5-pyridin-4-yl-pyrimidin-4-ylamine). As a reaction SMILES: [CH3:1][N:2]([CH3:41])[CH2:3][CH2:4][N:5]1[CH:9]=[C:8]([C:10]2[CH:15]=[CH:14][C:13]([F:16])=[C:12]([C:17]([F:20])([F:19])[F:18])[CH:11]=2)[N:7]=[C:6]1[CH:21]1[CH2:26][CH2:25][N:24]([C:27]2[N:32]=[CH:31][N:30]=[C:29]([NH2:33])[C:28]=2[C:34]2[CH:39]=[CH:38]C(F)=[CH:36][CH:35]=2)[CH2:23][CH2:22]1.[N:42]1C=CC(B2OC(C)(C)C(C)(C)O2)=CC=1>>[CH3:41][N:2]([CH3:1])[CH2:3][CH2:4][N:5]1[CH:9]=[C:8]([C:10]2[CH:15]=[CH:14][C:13]([F:16])=[C:12]([C:17]([F:18])([F:20])[F:19])[CH:11]=2)[N:7]=[C:6]1[CH:21]1[CH2:26][CH2:25][N:24]([C:27]2[N:32]=[CH:31][N:30]=[C:29]([NH2:33])[C:28]=2[C:34]2[CH:39]=[CH:38][N:42]=[CH:36][CH:35]=2)[CH2:23][CH2:22]1. Procedure: The title compound was prepared in an analogous manner as 6-{4-[1-(2-Dimethylamino-ethyl)-4-(4-fluoro-3-trifluoromethyl-phenyl)-1H-imidazol-2-yl]-piperidin-1-yl}-5-(4-fluoro-phenyl)-pyrimidin-4-ylamine using 4-pyridinylboronic acid pinacol ester instead of 4-fluorophenylboronic acid. LC-MS: (M+1=555, obsd.=555). Reactants: ClC1=CC=C(C=C1)C(N1CCN(CC1)S(=O)(=O)C1=CC=CC=C1)C1=CC=CC=C1 ((−)-1-[(4-chlorophenyl)phenylmethyl]-4-[(phenyl)sulfonyl]piperazine), Br (hydrobromic acid), O (Water). The solvent is C(C)(=O)O (acetic acid). Reaction conditions: temperature 27.5 celsius, time 1 hour. Yields the product ClC1=CC=C(C=C1)C(N1CCNCC1)C1=CC=CC=C1 ((−)-1-[(4-chloro phenyl)phenylmethyl]piperazine). Isolated yield 81.9%. As a reaction SMILES: [Cl:1][C:2]1[CH:7]=[CH:6][C:5]([CH:8]([C:24]2[CH:29]=[CH:28][CH:27]=[CH:26][CH:25]=2)[N:9]2[CH2:14][CH2:13][N:12](S(C3C=CC=CC=3)(=O)=O)[CH2:11][CH2:10]2)=[CH:4][CH:3]=1.Br.O>C(O)(=O)C>[Cl:1][C:2]1[CH:3]=[CH:4][C:5]([CH:8]([C:24]2[CH:25]=[CH:26][CH:27]=[CH:28][CH:29]=2)[N:9]2[CH2:10][CH2:11][NH:12][CH2:13][CH2:14]2)=[CH:6][CH:7]=1. Procedure details: Levorotatory (−)-1-[(4-chlorophenyl)phenylmethyl]-4-[(phenyl)sulfonyl]piperazine (100 gm) is added to 30% hydrobromic acid in acetic acid (271 ml). The suspension is stirred at 25-30° C. for 1 hour, heated to 60° C. and maintained for 4 hours. Water (1000 ml) is added to reaction mass and cooled to 25-30° C. The precipitate formed is filtered off and washed with water (250 ml). Toluene (500 ml) is added to the aqueous layer and basified with 50% aqueous solution of sodium hydroxide. Toluene laye... The reactants are CC1(C)OC(=O)CC(=O)O1, CCOC([O-])[O-], CN(C)C(=S)Oc1cccnc1N. Yields the product CN(C)C(=S)Oc1cccnc1NC=C1C(=O)OC(C)(C)OC1=O. RXN SMILES: [CH3:1][C:2]1([CH3:10])[O:3][C:4](=[O:9])[CH2:5][C:6](=[O:8])[O:7]1.[CH:24]([O-:25])([O-:26])[O:27][CH2:28][CH3:29].[NH2:11][c:12]1[n:13][cH:14][cH:15][cH:16][c:17]1[O:18][C:19]([N:20]([CH3:21])[CH3:22])=[S:23]>>[CH3:1][C:2]1([CH3:10])[O:3][C:4](=[O:9])[C:5](=[CH:24][NH:11][c:12]2[n:13][cH:14][cH:15][cH:16][c:17]2[O:18][C:19]([N:20]([CH3:21])[CH3:22])=[S:23])[C:6](=[O:8])[O:7]1. Reactants: Cc1nnc2n1-c1ccc([N+](=O)[O-])cc1N(c1ccccc1)C(=O)C2, CCO, [H][H]. Yields the product Cc1nnc2n1-c1ccc(N)cc1N(c1ccccc1)C(=O)C2. RXN SMILES: [CH3:1][c:2]1[n:3][n:4][c:5]2[n:6]1-[c:7]1[c:8]([cH:19][c:20]([N+:23]([O-:24])=[O:25])[cH:21][cH:22]1)[N:9]([c:13]1[cH:14][cH:15][cH:16][cH:17][cH:18]1)[C:10](=[O:12])[CH2:11]2.[CH3:28][CH2:29][OH:30].[H:26][H:27]>>[CH3:1][c:2]1[n:3][n:4][c:5]2[n:6]1-[c:7]1[c:8]([cH:19][c:20]([NH2:23])[cH:21][cH:22]1)[N:9]([c:13]1[cH:14][cH:15][cH:16][cH:17][cH:18]1)[C:10](=[O:12])[CH2:11]2.